This data is from the Open Reaction Database (ORD), a public repository of structured organic reaction records. The task is: describe an organic reaction: reactants, conditions, products, and yield Reactants: OCCCCCCN1C=NC2=C1C=C(C(=C2)C)C (1-(6-hydroxyhexyl)-5,6-dimethylbenzimidazole), [NH+]1=CC=CC=C1.C(#N)CCOP([O-])([O-])=O.[NH+]1=CC=CC=C1 (2-cyanoethylphosphoric acid pyridinium salt). The product is CC1=CC2=C(N=C(N2)CCCCCCOP(O)(O)=O)C=C1C (6-(5,6-dimethylbenzimidazolyl)hexylphosphoric acid). Reaction SMILES: OCCCCCC[N:8]1[C:12]2[CH:13]=[C:14]([CH3:18])[C:15]([CH3:17])=[CH:16][C:11]=2[N:10]=[CH:9]1.[NH+]1[CH:24]=[CH:23][CH:22]=[CH:21][CH:20]=1.C(C[CH2:28][O:29][P:30](=[O:33])([O-:32])[O-:31])#N.[NH+]1C=CC=CC=1>>[CH3:18][C:14]1[C:15]([CH3:17])=[CH:16][C:11]2[N:10]=[C:9]([CH2:20][CH2:21][CH2:22][CH2:23][CH2:24][CH2:28][O:29][P:30](=[O:31])([OH:33])[OH:32])[NH:8][C:12]=2[CH:13]=1 |f:1.2.3|. Procedure details: Using 0.2 g of the crude 1-(6-hydroxyhexyl)-5,6-dimethylbenzimidazole and 2 ml of a 2-cyanoethylphosphoric acid pyridinium salt solution (1 mmol/ml), and subsequently following the same procedures as in Example 1, 0.35 g of crude 6-(5,6-dimethylbenzimidazolyl)hexylphosphoric acid was obtained.